Dataset: the Open Reaction Database (ORD), a public repository of structured organic reaction records. Task: describe an organic reaction: reactants, conditions, products, and yield The reactants are BrC1=CN(C2=CN=C(C=C21)C2=C(C=CC=C2CC)CC)C2=CC=C(C=C2)C(C)C (3-bromo-5-(2,6-diethyl-phenyl)-1-(4-isopropyl-phenyl)-1H-pyrrolo[2,3-c]pyridine), C(CCC)[Sn](C=1SC=CN1)(CCCC)CCCC (2-tributylstannanyl-thiazole), CN(C)C=O (DMF). The reagents and catalysts are C=1C=CC(=CC1)[P](C=2C=CC=CC2)(C=3C=CC=CC3)[Pd]([P](C=4C=CC=CC4)(C=5C=CC=CC5)C=6C=CC=CC6)([P](C=7C=CC=CC7)(C=8C=CC=CC8)C=9C=CC=CC9)[P](C=1C=CC=CC1)(C=1C=CC=CC1)C=1C=CC=CC1 (Pd(PPh3)4). Solvent: CCOC(=O)C (EtOAc). Conditions: temperature 100 celsius, time 18 hour. Yields the product C(C)C1=C(C(=CC=C1)CC)C=1C=C2C(=CN1)N(C=C2C=2SC=CN2)C2=CC=C(C=C2)C(C)C (5-(2,6-diethyl-phenyl)-1-(4-isopropyl-phenyl)-3-thiazol-2-yl-1H-pyrrolo[2,3-c]pyridine). As a reaction SMILES: Br[C:2]1[C:10]2[C:5](=[CH:6][N:7]=[C:8]([C:11]3[C:16]([CH2:17][CH3:18])=[CH:15][CH:14]=[CH:13][C:12]=3[CH2:19][CH3:20])[CH:9]=2)[N:4]([C:21]2[CH:26]=[CH:25][C:24]([CH:27]([CH3:29])[CH3:28])=[CH:23][CH:22]=2)[CH:3]=1.C([Sn](CCCC)(CCCC)[C:35]1[S:36][CH:37]=[CH:38][N:39]=1)CCC.CN(C=O)C>CCOC(C)=O.C1C=CC([P]([Pd]([P](C2C=CC=CC=2)(C2C=CC=CC=2)C2C=CC=CC=2)([P](C2C=CC=CC=2)(C2C=CC=CC=2)C2C=CC=CC=2)[P](C2C=CC=CC=2)(C2C=CC=CC=2)C2C=CC=CC=2)(C2C=CC=CC=2)C2C=CC=CC=2)=CC=1>[CH2:19]([C:12]1[CH:13]=[CH:14][CH:15]=[C:16]([CH2:17][CH3:18])[C:11]=1[C:8]1[CH:9]=[C:10]2[C:2]([C:35]3[S:36][CH:37]=[CH:38][N:39]=3)=[CH:3][N:4]([C:21]3[CH:22]=[CH:23][C:24]([CH:27]([CH3:29])[CH3:28])=[CH:25][CH:26]=3)[C:5]2=[CH:6][N:7]=1)[CH3:20] |^1:62,64,83,102|. Reported procedure: A mixture of 3-bromo-5-(2,6-diethyl-phenyl)-1-(4-isopropyl-phenyl)-1H-pyrrolo[2,3-c]pyridine (50 mg, 0.11 mmol), 2-tributylstannanyl-thiazole (83 mg, 0.22 mmol), Pd(PPh3)4 (20 mg, 0.017 mmol), and DMF (3 mL) is stirred under nitrogen at 100° C. for 18 h. The mixture is diluted with EtOAc (15 mL) and washed with water and brine, dried (Na2SO4), and concentrated under reduced pressure. Chromatography of the residue gives 5-(2,6-diethyl-phenyl)-1-(4-isopropyl-phenyl)-3-thiazol-2-yl-1H-pyrrolo[2,3-c... The reactants are [Na+], [OH-], COC(=O)c1c(-c2ccccc2)n(C)c(-c2ccccc2)cc1=O. Reaction SMILES: [Na+:26].[OH-:25].[c:1]1(-[c:7]2[c:8]([C:9](=[O:10])[O:11][CH3:12])[c:13](=[O:24])[cH:14][c:15](-[c:18]3[cH:19][cH:20][cH:21][cH:22][cH:23]3)[n:16]2[CH3:17])[cH:2][cH:3][cH:4][cH:5][cH:6]1>>[c:1]1(-[c:7]2[c:8]([C:9](=[O:10])[OH:11])[c:13](=[O:24])[cH:14][c:15](-[c:18]3[cH:19][cH:20][cH:21][cH:22][cH:23]3)[n:16]2[CH3:17])[cH:2][cH:3][cH:4][cH:5][cH:6]1. The product is Cn1c(-c2ccccc2)cc(=O)c(C(=O)O)c1-c1ccccc1. Reactants: FC=1C=C(C(=O)O)C=CC1C=1SC2=NC(=CC=C2N1)C1(CC1)C1=CC=CC=C1 (3-Fluoro-4-(5-(1-phenylcyclopropyl)thiazolo[5,4-b]pyridine-2-yl)benzoic acid), [OH-].[NH4+] (ammonium hydroxide). Solvent: S(=O)(Cl)Cl (thionyl chloride), C1CCOC1 (THF), CCOC(=O)C (EtOAc). Reaction conditions: time 16 hour. Yields the product FC=1C=C(C(=O)N)C=CC1C=1SC2=NC(=CC=C2N1)C1(CC1)C1=CC=CC=C1 (3-fluoro-4-(5-(1-phenylcyclopropyl)[1,3]thiazolo[5,4-b]pyridine-2-yl)benzamide). RXN SMILES: [F:1][C:2]1[CH:3]=[C:4]([CH:8]=[CH:9][C:10]=1[C:11]1[S:12][C:13]2[C:18]([N:19]=1)=[CH:17][CH:16]=[C:15]([C:20]1([C:23]3[CH:28]=[CH:27][CH:26]=[CH:25][CH:24]=3)[CH2:22][CH2:21]1)[N:14]=2)[C:5](O)=[O:6].[OH-].[NH4+:30]>S(Cl)(Cl)=O.C1COCC1.CCOC(C)=O>[F:1][C:2]1[CH:3]=[C:4]([CH:8]=[CH:9][C:10]=1[C:11]1[S:12][C:13]2[C:18]([N:19]=1)=[CH:17][CH:16]=[C:15]([C:20]1([C:23]3[CH:28]=[CH:27][CH:26]=[CH:25][CH:24]=3)[CH2:22][CH2:21]1)[N:14]=2)[C:5]([NH2:30])=[O:6] |f:1.2|. Procedure details: 3-Fluoro-4-(5-(1-phenylcyclopropyl)thiazolo[5,4-b]pyridine-2-yl)benzoic acid (107 mg, 0.274 mmol) was dissolved in thionyl chloride at 65° C. for 1 h before it was concentrated. The reaction mixture was dissolved in THF (1.4 mL) before ammonium hydroxide (1.07 mL, 27.40 mmol) was added and stirred at ambient temp. for 16 h. The reaction mixture was diluted with EtOAc, added to a separatory funnel, partitioned with sodium bicarbonate (saturated, aqueous), washed with sodium bicarbonate (saturated... Reactants: FC(OC1=CC=C(C(=O)Cl)C=C1)(F)F (4-trifluoromethoxybenzoyl chloride), [Mg] (magnesium), C(CC(=O)OC)(=O)OC (dimethyl malonate). Solvent: CCOCC (ether), C(C)O (ethanol), C(Cl)(Cl)(Cl)Cl (carbon tetrachloride). Run at time 8 hour. The product is C(CC(=O)OC)(=O)OC.[Mg] (magnesium dimethyl malonate). Reaction SMILES: [Mg:1].FC(F)(F)OC1C=CC(C(Cl)=O)=CC=1.[C:16]([O:23][CH3:24])(=[O:22])[CH2:17][C:18]([O:20][CH3:21])=[O:19]>C(O)C.C(Cl)(Cl)(Cl)Cl.CCOCC>[C:16]([O:23][CH3:24])(=[O:22])[CH2:17][C:18]([O:20][CH3:21])=[O:19].[Mg:1] |f:6.7|. Reported procedure: A solution of magnesium dimethyl malonate is prepared from 4.1 g of magnesium turnings in 25 ml of absolute ethanol and 19.9 ml of dimethyl malonate and 1 ml of carbon tetrachloride. 37.9 g of 4-trifluoromethoxybenzoyl chloride in 85 ml of absolute ether (diethylether) are added dropwise to this solution (while cooling in ice); the cooling bath is then removed, and the reaction mixture is stirred at 20° overnight. Thereafter, while cooling in ice, 25 ml of 25% strength sulfuric acid are added dr... Starting materials: C, CO, O=C(Nc1cc(Oc2ccc([N+](=O)[O-])cc2F)ncn1)N1CCC(N2CCC2)CC1, [Pd]. Product: Nc1ccc(Oc2cc(NC(=O)N3CCC(N4CCC4)CC3)ncn2)c(F)c1. As a reaction SMILES: [C:33].[CH3:31][OH:32].[F:1][c:2]1[c:3]([O:4][c:5]2[cH:6][c:7]([NH:11][C:12](=[O:13])[N:14]3[CH2:15][CH2:16][CH:17]([N:20]4[CH2:21][CH2:22][CH2:23]4)[CH2:18][CH2:19]3)[n:8][cH:9][n:10]2)[cH:24][cH:25][c:26]([N+:28]([O-:29])=[O:30])[cH:27]1.[Pd:34]>>[F:1][c:2]1[c:3]([O:4][c:5]2[cH:6][c:7]([NH:11][C:12](=[O:13])[N:14]3[CH2:15][CH2:16][CH:17]([N:20]4[CH2:21][CH2:22][CH2:23]4)[CH2:18][CH2:19]3)[n:8][cH:9][n:10]2)[cH:24][cH:25][c:26]([NH2:28])[cH:27]1.